Dataset: the Open Reaction Database (ORD), a public repository of structured organic reaction records. Task: describe an organic reaction: reactants, conditions, products, and yield Starting materials: C(C)(=O)OC(C(C)[N+](=O)[O-])CC (3-acetoxy-2-nitropentane), [N+](#[C-])CC(=O)OCC (ethyl isocyanoacetate). The product is C(C)C1=C(NC=C1C)C(=O)OCC (ethyl 3-ethyl-4-methylpyrrole-2-carboxylate). RXN SMILES: C(O[CH:5]([CH2:11][CH3:12])[CH:6]([N+]([O-])=O)[CH3:7])(=O)C.[N+:13]([CH2:15][C:16]([O:18][CH2:19][CH3:20])=[O:17])#[C-:14]>>[CH2:11]([C:5]1[C:6]([CH3:7])=[CH:14][NH:13][C:15]=1[C:16]([O:18][CH2:19][CH3:20])=[O:17])[CH3:12]. Procedure: reacting 3-acetoxy-2-nitropentane with ethyl isocyanoacetate in the presence of a nonnucleophilic base to form ethyl 3-ethyl-4-methylpyrrole-2-carboxylate; The reactants are CCO, Cl, COc1cccc(C(O)c2c(F)cccc2F)c1[N+](=O)[O-], [Sn]. Reaction SMILES: [CH3:24][CH2:25][OH:26].[ClH:22].[F:1][c:2]1[c:3]([CH:9]([OH:10])[c:11]2[c:12]([N+:19]([O-:20])=[O:21])[c:13]([O:17][CH3:18])[cH:14][cH:15][cH:16]2)[c:4]([F:8])[cH:5][cH:6][cH:7]1.[Sn:23]>>[F:1][c:2]1[c:3]([CH:9]([OH:10])[c:11]2[c:12]([NH2:19])[c:13]([O:17][CH3:18])[cH:14][cH:15][cH:16]2)[c:4]([F:8])[cH:5][cH:6][cH:7]1. Yields the product COc1cccc(C(O)c2c(F)cccc2F)c1N. Solvent: O1CCCC1 (tetrahydrofuran), O1CCCC1 (tetrahydrofuran), O (Water). Reaction SMILES: C(NC(C)C)(C)C.C([Li])CCC.CCCCCC.[C:19]1([CH2:30][C:31]([O:33][CH3:34])=[O:32])([CH2:25][C:26]([O:28][CH3:29])=[O:27])[CH2:24][CH2:23][CH2:22][CH2:21][CH2:20]1.Cl[C:36]([O:38][CH3:39])=[O:37].Cl>O1CCCC1.O>[CH3:34][O:33][C:31]([CH2:30][C:19]1([CH:25]([C:36]([O:38][CH3:39])=[O:37])[C:26]([O:28][CH3:29])=[O:27])[CH2:20][CH2:21][CH2:22][CH2:23][CH2:24]1)=[O:32] |f:1.2|. Conditions: temperature -78 celsius, time 1 hour. Starting materials: C1(CCCCC1)(CC(=O)OC)CC(=O)OC (dimethyl 1,1-cyclohexanediacetate), ClC(=O)OC (Methyl chloroformate), C(C)(C)NC(C)C (diisopropylamine), C(CCC)[Li].CCCCCC (n-butyl lithium hexane), Cl (hydrochloric acid). Product: COC(=O)CC1(CCCCC1)C(C(=O)OC)C(=O)OC (Dimethyl 2-(1-methoxycarbonylmethylcyclohexyl)malonate). Reported procedure: To a solution of diisopropylamine (1.01 mL, 7.2 mmol) in tetrahydrofuran (8 mL) under cooling to −78° C. were added a solution of 1.5M n-butyl lithium/hexane solution (4.4 mL). After stirring the solution at −78° C. for 1 hour, a solution of dimethyl 1,1-cyclohexanediacetate (685 mg) in tetrahydrofuran (7 mL) was added thereto. The solution was stirred at −78° C. for 1 hour. Methyl chloroformate (0.93 mL) was then added to the solution, and it was stirred at −78° C. for 1 hour. Water and 3N hydr... The reactants are CCc1cn(C2CC(OC(C)=O)C(CNC(=O)Cc3ccccc3NC(C)=O)O2)c(=O)[nH]c1=O, CO, N. The product is CCc1cn(C2CC(O)C(CNC(=O)Cc3ccccc3NC(C)=O)O2)c(=O)[nH]c1=O. Reaction SMILES: [C:1]([CH3:2])(=[O:3])[NH:4][c:5]1[c:6]([CH2:11][C:12](=[O:13])[NH:14][CH2:15][CH:16]2[CH:17]([O:31][C:32](=[O:33])[CH3:34])[CH2:18][CH:19]([n:21]3[c:22](=[O:23])[nH:24][c:25](=[O:26])[c:27]([CH2:29][CH3:30])[cH:28]3)[O:20]2)[cH:7][cH:8][cH:9][cH:10]1.[CH3:36][OH:37].[NH3:35]>>[C:1]([CH3:2])(=[O:3])[NH:4][c:5]1[c:6]([CH2:11][C:12](=[O:13])[NH:14][CH2:15][CH:16]2[CH:17]([OH:31])[CH2:18][CH:19]([n:21]3[c:22](=[O:23])[nH:24][c:25](=[O:26])[c:27]([CH2:29][CH3:30])[cH:28]3)[O:20]2)[cH:7][cH:8][cH:9][cH:10]1. Procedure details: Ammonia (500 mL) was condensed with a dry ice condensor and maintained at −78° C. To this was added a solution of 6 (35 g, 91 mmol) in CH2Cl2 (600 mL). After 8 h, the dry ice condensor was removed and the reaction was warmed to room temperature allowing the ammonia to evaporate. The remaining solution was washed with brine, dried over anhydrous Na2SO4, filtered and concentrated to yield a white solid. This solid was dissolved in EtOH (500 mL) and AcOH (15 mL), and the resulting solution was refl... The reactants are N (Ammonia), CCOCC (Et2O), C(=O)=O (dry ice), N1N=CC=CC2=C1C=CC=C2 (Benzodiazepine). Product: NC1=NNC2=C(C=C1)C=CC=C2 (Aminobenzodiazepine). Conditions: temperature -78 celsius, time 8 hour. As a reaction SMILES: [NH3:1].C(=O)=O.[NH:5]1[C:11]2[CH:12]=[CH:13][CH:14]=[CH:15][C:10]=2[CH:9]=[CH:8][CH:7]=[N:6]1.CCOCC>C(Cl)Cl.CCO.CC(O)=O>[NH2:1][C:7]1[CH:8]=[CH:9][C:10]2[CH:15]=[CH:14][CH:13]=[CH:12][C:11]=2[NH:5][N:6]=1. The solvent is CC(=O)O (AcOH), C(Cl)Cl (CH2Cl2), CCO (EtOH). The yield is 47.0%.